Dataset: the Open Reaction Database (ORD), a public repository of structured organic reaction records. Task: describe an organic reaction: reactants, conditions, products, and yield The reactants are C(C)(C)(C)C=1C=C(C=C(C1O)C(C)C)CCC(=O)OC (methyl 3-(3-tert-butyl-4-hydroxy-5-isopropylphenyl)propionate), OCC(C)(C)C1OCC2(CO1)COC(OC2)C(CO)(C)C (3,9-bis(2-hydroxy-1,1-dimethylethyl)-2,4,8,10-tetraoxaspiro[5.5]undecane), C[O-].[Na+] (sodium methoxide). The product is C(C)(C)(C)C=1C=C(C=C(C1O)C(C)C)CCC(=O)OCC(C)(C)C1OCC2(CO1)COC(OC2)C(COC(CCC2=CC(=C(C(=C2)C(C)C)O)C(C)(C)C)=O)(C)C (3,9-bis{2-[3-(3-tert-butyl-4-hydroxy-5-isopropylphenyl)propionyloxy]-1,1-dimethylethyl}-2,4,8,10-tetraoxaspiro[5.5]undecane). As a reaction SMILES: [C:1]([C:5]1[CH:6]=[C:7]([CH2:15][CH2:16][C:17]([O:19][CH3:20])=[O:18])[CH:8]=[C:9]([CH:12]([CH3:14])[CH3:13])[C:10]=1[OH:11])([CH3:4])([CH3:3])[CH3:2].OC[C:23]([CH:26]1[O:31][CH2:30][C:29]2([CH2:36][O:35][CH:34]([C:37]([CH3:41])([CH3:40])[CH2:38][OH:39])[O:33][CH2:32]2)[CH2:28][O:27]1)([CH3:25])[CH3:24].[CH3:42][O-:43].[Na+]>>[C:1]([C:5]1[CH:6]=[C:7]([CH2:15][CH2:16][C:17]([O:19][CH2:20][C:23]([CH:26]2[O:31][CH2:30][C:29]3([CH2:32][O:33][CH:34]([C:37]([CH3:41])([CH3:40])[CH2:38][O:39][C:17](=[O:18])[CH2:16][CH2:15][C:7]4[CH:8]=[C:9]([CH:12]([CH3:14])[CH3:13])[C:42]([OH:43])=[C:5]([C:1]([CH3:2])([CH3:4])[CH3:3])[CH:6]=4)[O:35][CH2:36]3)[CH2:28][O:27]2)([CH3:24])[CH3:25])=[O:18])[CH:8]=[C:9]([CH:12]([CH3:13])[CH3:14])[C:10]=1[OH:11])([CH3:3])([CH3:4])[CH3:2] |f:2.3|. Procedure: A mixture of 33.6 g (0.121 mole) of methyl 3-(3-tert-butyl-4-hydroxy-5-isopropylphenyl)propionate, 15.3 l g (0.0503 mole) of 3,9-bis(2-hydroxy-1,1-dimethylethyl)-2,4,8,10-tetraoxaspiro[5.5]undecane and 0.82 g (0.015 mole) of sodium methoxide was reacted, after-treated and purified in the same manner as in Preparation example 1, to obtain 29 g of colorless and glassy 3,9-bis{2-[3-(3-tert-butyl-4-hydroxy-5-isopropylphenyl)propionyloxy]-1,1-dimethylethyl}-2,4,8,10-tetraoxaspiro[5.5]undecane having ...